The task is: describe an organic reaction: reactants, conditions, products, and yield. This data is from the Open Reaction Database (ORD), a public repository of structured organic reaction records. Reactants: [Si](C)(C)(C(C)(C)C)OC[C@H](CCC1=CC=CC=C1)N1C=NC(=C1)C(=O)OC (methyl (S)-1-[1-(tert-butyldimethylsilyloxy)-4-phenyl-2-butyl]imidazole-4-carboxylate), C[O-].[Na+] (NaOMe), ice, C(=N)(N)NN.Cl (aminoguanidine hydrochloride). The solvent is CO (methanol), CO (methanol), CO (methanol). Conditions: time 10 minute. The product is NC1=NC(=NN1)C=1N=CN(C1)[C@H](CO)CCC1=CC=CC=C1 ((S)-2-[4-(5-amino-1,2,4-triazol-3-yl)-1-imidazolyl]-4-phenylbutan-1-ol). Yield: 35.8%. Reaction SMILES: C[O-].[Na+].[C:4]([NH:7][NH2:8])([NH2:6])=[NH:5].Cl.[Si]([O:17][CH2:18][C@@H:19]([N:28]1[CH:32]=[C:31]([C:33](OC)=O)[N:30]=[CH:29]1)[CH2:20][CH2:21][C:22]1[CH:27]=[CH:26][CH:25]=[CH:24][CH:23]=1)(C(C)(C)C)(C)C>CO>[NH2:5][C:4]1[NH:7][N:8]=[C:33]([C:31]2[N:30]=[CH:29][N:28]([C@@H:19]([CH2:20][CH2:21][C:22]3[CH:27]=[CH:26][CH:25]=[CH:24][CH:23]=3)[CH2:18][OH:17])[CH:32]=2)[N:6]=1 |f:0.1,2.3|. Reported procedure: A solution of 28% NaOMe in methanol (772 mg) was added to an ice cooled solution of aminoguanidine hydrochloride (332 mg) in methanol (5 ml). After 10 minutes, methyl (S)-1-[1-(tert-butyldimethylsilyloxy)-4-phenyl-2-butyl]-imidazole-4-carboxylate (obtained in Example 6) (389 mg) in methanol (2 ml) was added to the mixture and the resulting mixture was stirred at reflux for 22 hours. After cooling, the insoluble material was removed and then the filtrate was evaporated. The residue was diluted wi... Starting materials: O1C(CCCC1)OCC#CC=1C=CC(=NC1)N (5-(3-(Tetrahydro-2H-pyran-2-yloxy)-1-propynyl)-2-pyridinylamine), ClC1=CC=C(CNC(=O)C(C(=O)OCC)C(=O)OCC)C=C1 (diethyl 2-(((4-chlorobenzyl)amino)carbonyl)malonate). The solvent is C=1(C(=CC=CC1)C)C (xylene). Product: ClC1=CC=C(CNC(=O)C=2C(N=C3N(C2O)C=C(C=C3)C#CCOC3OCCCC3)=O)C=C1 (N-(4-chlorobenzyl)-4-hydroxy-2-oxo-7-[3-(tetrahydro-2H-pyran-2-yloxy)-1-propynyl]-2H-pyrido[1,2-a]pyrimidine-3-carboxamide). RXN SMILES: [O:1]1[CH2:6][CH2:5][CH2:4][CH2:3][CH:2]1[O:7][CH2:8][C:9]#[C:10][C:11]1[CH:12]=[CH:13][C:14]([NH2:17])=[N:15][CH:16]=1.[Cl:18][C:19]1[CH:39]=[CH:38][C:22]([CH2:23][NH:24][C:25]([CH:27]([C:33](OCC)=[O:34])[C:28](OCC)=[O:29])=[O:26])=[CH:21][CH:20]=1>C1(C)C(C)=CC=CC=1>[Cl:18][C:19]1[CH:39]=[CH:38][C:22]([CH2:23][NH:24][C:25]([C:27]2[C:28](=[O:29])[N:17]=[C:14]3[CH:13]=[CH:12][C:11]([C:10]#[C:9][CH2:8][O:7][CH:2]4[CH2:3][CH2:4][CH2:5][CH2:6][O:1]4)=[CH:16][N:15]3[C:33]=2[OH:34])=[O:26])=[CH:21][CH:20]=1. Procedure: 5-(3-(Tetrahydro-2H-pyran-2-yloxy)-1-propynyl)-2-pyridinylamine (Preparation 6, 30 mg) and diethyl 2-(((4-chlorobenzyl)amino)carbonyl)malonate (Preparation 5, 50 mg) are dissolved in xylene and heated to reflux for 3 h. The solvent is evaporated and the residue is crystallized from ether/hexanes and dried to afford 20 mg of the a brown solid. Physical characteristics: MS (ESI+) m/z 470 (M+H)+. 1H NMR (CDCl3) δ9.80, 9.12, 7.80, 7.52, 7.32, 7.27, 4.86, 4.65, 4.51, 3.90, 3.5-3.6, 1.55-1.9. Starting materials: ClC=1C=C(C=CC1F)[N+](=O)[O-] (3-chloro-4-fluoronitrobenzene), CC=1C(=NC=CC1)S (3-methyl-2-pyridinethiol). The product is CC=1C(=NC=CC1)SC1=C(C=C(C=C1)[N+](=O)[O-])Cl (2-chloro-4-nitrophenyl 3-methylpyrid-2-yl sulphide). The yield is 50.0%. RXN SMILES: [Cl:1][C:2]1[CH:3]=[C:4]([N+:9]([O-:11])=[O:10])[CH:5]=[CH:6][C:7]=1F.[CH3:12][C:13]1[C:14]([SH:19])=[N:15][CH:16]=[CH:17][CH:18]=1>>[CH3:12][C:13]1[C:14]([S:19][C:7]2[CH:6]=[CH:5][C:4]([N+:9]([O-:11])=[O:10])=[CH:3][C:2]=2[Cl:1])=[N:15][CH:16]=[CH:17][CH:18]=1. Procedure: Using an analogous procedure to that described in the first paragraph of the portion of Example 8 which is concerned with the preparation of starting materials, 3-chloro-4-fluoronitrobenzene was reacted with 3-methyl-2-pyridinethiol to give 2-chloro-4-nitrophenyl 3-methylpyrid-2-yl sulphide in 50% yield. The reactants are NC1=C(C(=NC(=N1)NC1[C@H](O)[C@H](O)[C@H](O1)CO)P(=O)(OO)O)N (diaminohydroxyphosphoribosylaminopyrimidine), NC1=NC(=C(C(=N1)NC1[C@H](O)[C@H](O)[C@H](O1)COP(=O)(O)O)N)O (2,5-Diamino-6-hydroxy-4-(5′phosphoribosylamino)-pyrimidine). The product is NC=1C(NC(NC1NC1[C@H](O)[C@H](O)[C@H](O1)COP(=O)(O)O)=O)=O (5-amino-6-(5-phosphoribosylamino)uracil). Reaction SMILES: NC1N=C(NC2O[C@H](CO)[C@@H](O)[C@H]2[OH:11])N=C(P(O)(OO)=O)C=1N.N[C:25]1[N:30]=[C:29]([NH:31][CH:32]2[O:38][C@H:37]([CH2:39][O:40][P:41]([OH:44])([OH:43])=[O:42])[C@@H:35]([OH:36])[C@H:33]2[OH:34])[C:28]([NH2:45])=[C:27]([OH:46])[N:26]=1>>[NH2:45][C:28]1[C:27](=[O:46])[NH:26][C:25](=[O:11])[NH:30][C:29]=1[NH:31][CH:32]1[O:38][C@H:37]([CH2:39][O:40][P:41]([OH:44])([OH:43])=[O:42])[C@@H:35]([OH:36])[C@H:33]1[OH:34]. Procedure details: As noted above, in bacteria and fungi, GTP cyclohydrolase II (EC 3.5.4.25) catalyzes the reaction of GTP with a purine to produce 2,5-Diamino-6-hydroxy-4-(5′phosphoribosylamino)-pyrimidine; diaminohydroxyphosphoribosylaminopyrimidine deaminase (EC 3.5.4.26) catalyzes the reaction of 2,5-Diamino-6-hydroxy-4-(5′phosphoribosylamino)-pyrimidine to produce 5-amino-6-(5-phosphoribosylamino)uracil; 5-amino-6-(5-phosphoribosylamino)uracil reductase (EC 1.1.1.193) catalyzes the reaction of 5-amino-6-(5-p... Starting materials: C(C)(C)(C)OC(=O)N1[C@H]([C@H](CCC1)NCC1=C(C=CC(=C1)C(C(F)(F)F)(C)C#N)OC)C1=CC=CC=C1 ((2S,3S)-1-tert-Butoxycarbonyl-3-(5-(1-cyano-2,2,2-trifluoro-1-methylethyl)-2-methoxybenzyl)amino-2-phenylpiperidine), Cl.Cl.COC1=C(CN[C@@H]2[C@@H](NCCC2)C2=CC=CC=C2)C=C(C=C1)C(C)(C)C1SCCS1 ((2S,3S)-3-[2-Methoxy-5-[1-(1,3-dithiolan-2-yl)-1-methylethyl]benzyl]amino-2-phenylpiperidine Dihydrochloride). The product is Cl.Cl.C(#N)C(C(F)(F)F)(C)C=1C=CC(=C(CN[C@@H]2[C@@H](NCCC2)C2=CC=CC=C2)C1)OC ((2S,3S)-3-(5-(1-Cyano-2,2,2-trifluoro-1-methylethyl)-2-methoxybenzyl)amino-2-phenylpiperidine Dihydrochloride). RXN SMILES: C(OC([N:8]1[CH2:13][CH2:12][CH2:11][C@H:10]([NH:14][CH2:15][C:16]2[CH:21]=[C:20]([C:22]([C:28]#[N:29])([CH3:27])[C:23]([F:26])([F:25])[F:24])[CH:19]=[CH:18][C:17]=2[O:30][CH3:31])[C@@H:9]1[C:32]1[CH:37]=[CH:36][CH:35]=[CH:34][CH:33]=1)=O)(C)(C)C.[ClH:38].Cl.COC1C=CC(C(C2SCCS2)(C)C)=CC=1CN[C@H]1CCCN[C@H]1C1C=CC=CC=1>>[ClH:38].[ClH:38].[C:28]([C:22]([C:20]1[CH:19]=[CH:18][C:17]([O:30][CH3:31])=[C:16]([CH:21]=1)[CH2:15][NH:14][C@H:10]1[CH2:11][CH2:12][CH2:13][NH:8][C@H:9]1[C:32]1[CH:33]=[CH:34][CH:35]=[CH:36][CH:37]=1)([CH3:27])[C:23]([F:24])([F:25])[F:26])#[N:29] |f:1.2.3,4.5.6|. Procedure details: This compound was prepared from Compound 94 in the same manner of Compound 83. Starting materials: COc1ccc(CN(Cc2ccc(OC)cc2)c2ncc(-c3nc(N4CCOCC4)nc4c3CCN4)cn2)cc1, Nc1ccc(C(=O)N2CCN(CCO)CC2)cc1, COc1ccc(CN(Cc2ccc(OC)cc2)c2ncc(-c3nc(N4CCOCC4)nc4c3CCN4C(=O)Nc3ccc(C(=O)N4CCN(CCO)CC4)cc3)cn2)cc1. The product is Nc1ncc(-c2nc(N3CCOCC3)nc3c2CCN3C(=O)Nc2ccc(C(=O)N3CCN(CCO)CC3)cc2)cn1. As a reaction SMILES: [CH3:1][O:2][c:3]1[cH:4][cH:5][c:6]([CH2:7][N:8]([CH2:9][c:10]2[cH:11][cH:12][c:13]([O:14][CH3:15])[cH:16][cH:17]2)[c:18]2[n:19][cH:20][c:21](-[c:22]3[c:23]4[c:27]([n:28][c:29]([N:30]5[CH2:31][CH2:32][O:33][CH2:34][CH2:35]5)[n:36]3)[NH:26][CH2:25][CH2:24]4)[cH:37][n:38]2)[cH:39][cH:40]1.[NH2:41][c:42]1[cH:43][cH:44][c:45]([C:46]([N:47]2[CH2:48][CH2:49][N:50]([CH2:51][CH2:52][OH:53])[CH2:54][CH2:55]2)=[O:56])[cH:57][cH:58]1.[OH:59][CH2:60][CH2:61][N:62]1[CH2:63][CH2:64][N:65]([C:68](=[O:69])[c:70]2[cH:71][cH:72][c:73]([NH:76][C:77](=[O:78])[N:79]3[CH2:80][CH2:81][c:82]4[c:83]3[n:84][c:85]([N:113]3[CH2:114][CH2:115][O:116][CH2:117][CH2:118]3)[n:86][c:87]4-[c:88]3[cH:89][n:90][c:91]([N:94]([CH2:95][c:96]4[cH:97][cH:98][c:99]([O:100][CH3:101])[cH:102][cH:103]4)[CH2:104][c:105]4[cH:106][cH:107][c:108]([O:109][CH3:110])[cH:111][cH:112]4)[n:92][cH:93]3)[cH:74][cH:75]2)[CH2:66][CH2:67]1>>[OH:59][CH2:60][CH2:61][N:62]1[CH2:63][CH2:64][N:65]([C:68](=[O:69])[c:70]2[cH:71][cH:72][c:73]([NH:76][C:77](=[O:78])[N:79]3[CH2:80][CH2:81][c:82]4[c:83]3[n:84][c:85]([N:113]3[CH2:114][CH2:115][O:116][CH2:117][CH2:118]3)[n:86][c:87]4-[c:88]3[cH:89][n:90][c:91]([NH2:94])[n:92][cH:93]3)[cH:74][cH:75]2)[CH2:66][CH2:67]1. Reactants: C(C)OP(=O)(OCC)CC(=O)OC(C)(C)C (tert-butyl diethylphosphonoacetate), [Li+].C[Si](C)(C)[N-][Si](C)(C)C (LHMDS), CC1=CC=C(S1)C=O (5-methyl-2-thiophene-carboxaldehyde). The solvent is C1CCOC1 (THF). Run at time 5 minute. The product is CC1=CC=C(S1)/C=C/C(=O)OC(C)(C)C (tert-butyl (2E)-3-(5-methylthien-2-yl)prop-2-enoate). As a reaction SMILES: C(OP([CH2:9][C:10]([O:12][C:13]([CH3:16])([CH3:15])[CH3:14])=[O:11])(OCC)=O)C.[Li+].C[Si]([N-][Si](C)(C)C)(C)C.[CH3:27][C:28]1[S:32][C:31]([CH:33]=O)=[CH:30][CH:29]=1>C1COCC1>[CH3:33][C:31]1[S:32][C:28](/[CH:27]=[CH:9]/[C:10]([O:12][C:13]([CH3:14])([CH3:15])[CH3:16])=[O:11])=[CH:29][CH:30]=1 |f:1.2|. Procedure: To a solution of tert-butyl diethylphosphonoacetate (1.12 mL, 4.76 mmol) in THF (5 mL) at −78° C. was added LHMDS (1.0M in THF, 4.76 mL, 4.76 mmol). After 5 min at −78° C. 5-methyl-2-thiophene-carboxaldehyde (0.43 mL, 3.96 mmol) was added. The reaction mixture was warmed to RT, stirred for 10 min and poured onto EtOAc/H2O. The layers were separated and the organic layer was washed with H2O, dried over Na2SO4, filtered and concentrated. The residue was chromatographed on silica (gradient elution;...